This data is from the Open Reaction Database (ORD), a public repository of structured organic reaction records. The task is: describe an organic reaction: reactants, conditions, products, and yield The reactants are CCCC[Sn](CCCC)(CCCC)COCOCCOC, [Li]CCCC, C[Si](C)(C)c1cc(C=O)co1, C1CCOC1. The product is COCCOCOCC(O)c1coc([Si](C)(C)C)c1. RXN SMILES: [CH2:1]([Sn:2]([CH2:3][CH2:4][CH2:5][CH3:6])([CH2:7][CH2:8][CH2:9][CH3:10])[CH2:14][O:15][CH2:16][O:17][CH2:18][CH2:19][O:20][CH3:21])[CH2:11][CH2:12][CH3:13].[CH2:22]([Li:23])[CH2:24][CH2:25][CH3:26].[CH3:27][Si:28]([c:29]1[cH:30][c:31]([CH:34]=[O:35])[cH:32][o:33]1)([CH3:36])[CH3:37].[O:38]1[CH2:39][CH2:40][CH2:41][CH2:42]1>>[CH2:14]([O:15][CH2:16][O:17][CH2:18][CH2:19][O:20][CH3:21])[CH:34]([c:31]1[cH:30][c:29]([Si:28]([CH3:27])([CH3:36])[CH3:37])[o:33][cH:32]1)[OH:35]. Starting materials: ClC1=NC2=CC=CC=C2N=C1C(=O)OCC (2-Chloro-3-quinoxalinecarboxylic acid, ethyl ester), C(C)NC(=S)NCC (1,3-diethylthiourea). The solvent is CC(=O)C (acetone). Reaction conditions: time 1 hour. Yields the product Cl.C(C)OC(=O)C=1C(=NC2=CC=CC=C2N1)SC(=NCC)NCC (2-[Ethylamino(ethylimino)methylthio]-3-quinoxalinecarboxylic acid ethyl ester, hydrochloride). RXN SMILES: [Cl:1][C:2]1[C:11]([C:12]([O:14][CH2:15][CH3:16])=[O:13])=[N:10][C:9]2[C:4](=[CH:5][CH:6]=[CH:7][CH:8]=2)[N:3]=1.[CH2:17]([NH:19][C:20]([NH:22][CH2:23][CH3:24])=[S:21])[CH3:18]>CC(C)=O>[ClH:1].[CH2:15]([O:14][C:12]([C:11]1[C:2]([S:21][C:20]([NH:22][CH2:23][CH3:24])=[N:19][CH2:17][CH3:18])=[N:3][C:4]2[C:9]([N:10]=1)=[CH:8][CH:7]=[CH:6][CH:5]=2)=[O:13])[CH3:16] |f:3.4|. Procedure details: 2-Chloro-3-quinoxalinecarboxylic acid, ethyl ester (7.100 g., 0.03 mole) and 3.967 g., (0.03 mole) of 1,3-diethylthiourea were dissolved in 150 ml. of acetone and boiled in an open flask for 1 hour. The reaction mixture was stirred at room temperature for 1 hour, then concentrated to a volume of 50 ml. After standing at room temperature overnight, the mixture was filtered and the solid residue washed with acetone and ether. Recrystallized from a mixture of methanol, acetone and ether it gave 7.1...